From a dataset of the Open Reaction Database (ORD), a public repository of structured organic reaction records. describe an organic reaction: reactants, conditions, products, and yield Reactants: FC1=C(C(=O)C2=C(C3=C(S2)C=CC=C3)O)C=CC=C1 (2-(2-fluorobenzoyl)benzo[b]-thiophen-3-ol), P(Cl)(Cl)(Cl)(Cl)Cl (phosphorus(V) chloride), N (ammonia), ethyl acetate petroleum ether. Solvent: petroleum ether, C1(=CC=CC=C1)C (toluene), C1(=CC=CC=C1)C (toluene). Yields the product N\C(=C\1/C(C2=C(S1)C=CC=C2)=O)\C2=C(C=CC=C2)F ((E)-2-[(Amino)-(2-fluorophenyl)methylene]-benzo[b]thiophen-3(2H)-one). Yield: 50.0%. As a reaction SMILES: [F:1][C:2]1[CH:19]=[CH:18][CH:17]=[CH:16][C:3]=1[C:4]([C:6]1[S:10][C:9]2[CH:11]=[CH:12][CH:13]=[CH:14][C:8]=2[C:7]=1[OH:15])=O.P(Cl)(Cl)(Cl)(Cl)Cl.[NH3:26]>C1(C)C=CC=CC=1>[NH2:26]/[C:4](/[C:3]1[CH:16]=[CH:17][CH:18]=[CH:19][C:2]=1[F:1])=[C:6]1\[C:7](=[O:15])[C:8]2[CH:14]=[CH:13][CH:12]=[CH:11][C:9]=2[S:10]\1. Procedure details: Prepared as in Example 1 from 2-(2-fluorobenzoyl)benzo[b]-thiophen-3-ol, phosphorus(V) chloride and concentrated ammonia, but using a mixture of toluene and petroleum ether in a volume ratio of 2:1 in place of pure toluene, giving a yield of 50% of theory. Yellow crystals; m.p. 156°-158° C. (ethyl acetate/petroleum ether 1:1). Reactants: CC1(C)CCC(C)(C)c2cc(CBr)ccc21, O=C([O-])[O-], CCOC(C)=O, CS(C)=O, [Cs+], [Cs+], O=C(O)CC(C1=NOCC1)c1ccc(O)cc1. Yields the product CC1(C)CCC(C)(C)c2cc(COc3ccc(C(CC(=O)O)C4=NOCC4)cc3)ccc21. Reaction SMILES: [Br:24][CH2:25][c:26]1[cH:27][c:28]2[c:33]([cH:34][cH:35]1)[C:32]([CH3:36])([CH3:37])[CH2:31][CH2:30][C:29]2([CH3:38])[CH3:39].[C:1](=[O:2])([O-:3])[O-:4].[CH3:40][CH2:41][O:42][C:43]([CH3:44])=[O:45].[CH3:46][S:47]([CH3:48])=[O:49].[Cs+:5].[Cs+:6].[O:7]1[N:8]=[C:9]([CH:12]([CH2:13][C:14](=[O:15])[OH:16])[c:17]2[cH:18][cH:19][c:20]([OH:23])[cH:21][cH:22]2)[CH2:10][CH2:11]1>>[O:7]1[N:8]=[C:9]([CH:12]([CH2:13][C:14](=[O:15])[OH:16])[c:17]2[cH:18][cH:19][c:20]([O:23][CH2:25][c:26]3[cH:27][c:28]4[c:33]([cH:34][cH:35]3)[C:32]([CH3:36])([CH3:37])[CH2:31][CH2:30][C:29]4([CH3:38])[CH3:39])[cH:21][cH:22]2)[CH2:10][CH2:11]1. The reactants are CC(=O)O[BH-](OC(C)=O)OC(C)=O, C=O, CC(=O)O, CO, COC(=O)c1cnc(C2CCNCC2)cn1, [Na+]. The product is COC(=O)c1cnc(C2CCN(C)CC2)cn1. As a reaction SMILES: [C:1]([O:2][BH-:3]([O:4][C:5](=[O:6])[CH3:7])[O:8][C:9](=[O:10])[CH3:11])(=[O:12])[CH3:13].[CH2:31]=[O:32].[CH3:33][C:34](=[O:35])[OH:36].[CH3:37][OH:38].[NH:15]1[CH2:16][CH2:17][CH:18]([c:21]2[n:22][cH:23][c:24]([C:27](=[O:28])[O:29][CH3:30])[n:25][cH:26]2)[CH2:19][CH2:20]1.[Na+:14]>>[CH3:1][N:15]1[CH2:16][CH2:17][CH:18]([c:21]2[n:22][cH:23][c:24]([C:27](=[O:28])[O:29][CH3:30])[n:25][cH:26]2)[CH2:19][CH2:20]1.